Dataset: the Open Reaction Database (ORD), a public repository of structured organic reaction records. Task: describe an organic reaction: reactants, conditions, products, and yield Starting materials: BrC=1C=C(C=NC1)CO ((5-bromopyridin-3-yl)methanol), tetra-N-butylammonium iodide, [H-].[Na+] (NaH), ClCC1=CC=C(C=C1)OC (1-(chloromethyl)-4-methoxybenzene). Run in CN(C)C=O (DMF), CN(C)C=O (DMF). Reaction conditions: temperature 0 celsius, time 15 minute. Product: BrC=1C=NC=C(C1)COCC1=CC=C(C=C1)OC (3-bromo-5-{[(4-methoxybenzyl)oxy]methyl}pyridine). The yield is 63.7%. Reaction SMILES: [H-].[Na+].[Br:3][C:4]1[CH:5]=[C:6]([CH2:10][OH:11])[CH:7]=[N:8][CH:9]=1.Cl[CH2:13][C:14]1[CH:19]=[CH:18][C:17]([O:20][CH3:21])=[CH:16][CH:15]=1>CN(C=O)C>[Br:3][C:4]1[CH:9]=[N:8][CH:7]=[C:6]([CH2:10][O:11][CH2:13][C:14]2[CH:19]=[CH:18][C:17]([O:20][CH3:21])=[CH:16][CH:15]=2)[CH:5]=1 |f:0.1|. Procedure details: To a suspension of NaH (1.12 g, 28.0 mmol) in DMF (75 mL) was added a solution of (5-bromopyridin-3-yl)methanol (4.21 g, 22.4 mmol) in DMF (8 mL) at 0° C. The mixture was allowed to stir at 0° C. for 15 min and then 1-(chloromethyl)-4-methoxybenzene (5.41 g, 34.6 mmol) was added followed by tetra-N-butylammonium iodide (0.91 g, 2.4 mmol). The reaction mixture was allowed to vigorously stir and warm to rt overnight. The reaction mixture was partitioned between EtOAc and water. The aqueous solutio... Yields the product [N-]=[N+]=NCCOc1cc(F)cc2c(S(=O)(=O)c3cccc4ccccc34)nn(Cc3cccc(Cl)c3)c12. Starting materials: CS(C)=O, O=S(=O)(c1cccc2ccccc12)c1nn(Cc2cccc(Cl)c2)c2c(OCCCl)cc(F)cc12, [N-]=[N+]=[N-], [Na+], O. As a reaction SMILES: [CH3:40][S:41]([CH3:42])=[O:43].[Cl:1][c:2]1[cH:3][c:4]([CH2:5][n:6]2[n:7][c:8]([S:20](=[O:21])(=[O:22])[c:23]3[cH:24][cH:25][cH:26][c:27]4[cH:28][cH:29][cH:30][cH:31][c:32]34)[c:9]3[cH:10][c:11]([F:19])[cH:12][c:13]([O:15][CH2:16][CH2:17][Cl:18])[c:14]23)[cH:33][cH:34][cH:35]1.[N-:37]=[N+:38]=[N-:39].[Na+:36].[OH2:44]>>[Cl:1][c:2]1[cH:3][c:4]([CH2:5][n:6]2[n:7][c:8]([S:20](=[O:21])(=[O:22])[c:23]3[cH:24][cH:25][cH:26][c:27]4[cH:28][cH:29][cH:30][cH:31][c:32]34)[c:9]3[cH:10][c:11]([F:19])[cH:12][c:13]([O:15][CH2:16][CH2:17][N:37]=[N+:38]=[N-:39])[c:14]23)[cH:33][cH:34][cH:35]1. Starting materials: CS(C)=O, CCOC(C)=O, CC1(C)CC(NC(=O)NC(=O)CCl)c2cc(-c3ccc(Cl)cc3)c(-c3ccc(Cl)cc3Cl)nc2O1, [H-], [Na+]. The product is CC1(C)CC(N2CC(=O)NC2=O)c2cc(-c3ccc(Cl)cc3)c(-c3ccc(Cl)cc3Cl)nc2O1. Reaction SMILES: [CH3:38][S:39]([CH3:40])=[O:41].[CH3:42][CH2:43][O:44][C:45]([CH3:46])=[O:47].[Cl:1][CH2:2][C:3](=[O:4])[NH:5][C:6](=[O:7])[NH:8][CH:9]1[CH2:10][C:11]([CH3:34])([CH3:35])[O:12][c:13]2[n:14][c:15](-[c:26]3[c:27]([Cl:33])[cH:28][c:29]([Cl:32])[cH:30][cH:31]3)[c:16](-[c:19]3[cH:20][cH:21][c:22]([Cl:25])[cH:23][cH:24]3)[cH:17][c:18]21.[H-:37].[Na+:36]>>[CH2:2]1[C:3](=[O:4])[NH:5][C:6](=[O:7])[N:8]1[CH:9]1[CH2:10][C:11]([CH3:34])([CH3:35])[O:12][c:13]2[n:14][c:15](-[c:26]3[c:27]([Cl:33])[cH:28][c:29]([Cl:32])[cH:30][cH:31]3)[c:16](-[c:19]3[cH:20][cH:21][c:22]([Cl:25])[cH:23][cH:24]3)[cH:17][c:18]21. The reactants are BrCc1ccccc1, C1CCOC1, Cc1ccsc1C. Yields the product Cc1cc(Cc2ccccc2)sc1C. Reaction SMILES: [Br:8][CH2:9][c:10]1[cH:11][cH:12][cH:13][cH:14][cH:15]1.[CH2:16]1[O:17][CH2:18][CH2:19][CH2:20]1.[CH3:1][c:2]1[s:3][cH:4][cH:5][c:6]1[CH3:7]>>[CH3:1][c:2]1[s:3][c:4]([CH2:9][c:10]2[cH:11][cH:12][cH:13][cH:14][cH:15]2)[cH:5][c:6]1[CH3:7]. The reactants are ClC1=C(C=C(CNC(C(C)(C)C)=O)C=C1)N=C=S (N-(4-Chloro-3-isothiocyanatobenzyl)-2,2-dimethyl-propionamide), NC=1C(=NC(=C(C(=O)N[C@@H]2CC[C@H](CC2)C(F)(F)F)C1)OCC(F)F)NC (5-amino-2-(2,2-difluoro-ethoxy)-6-methylamino-N-(trans-4-trifluoromethyl-cyclohexyl)-nicotinamide). The solvent is CC#N (MeCN). Conditions: time 8 hour. Product: ClC1=C(C=C(CNC(C(C)(C)C)=O)C=C1)NC(=S)NC=1C=C(C(=NC1NC)OCC(F)F)C(N[C@@H]1CC[C@H](CC1)C(F)(F)F)=O (N-{4-Chloro-3-[3-(trans-4-trifluoromethyl-cyclohexylcarbamoyl)-2-(2,2-difluoro-ethoxy)-6-methylamino-pyridin-5-ylthioureido]benzyl}-2,2-dimethyl-propionamide). As a reaction SMILES: [Cl:1][C:2]1[CH:15]=[CH:14][C:5]([CH2:6][NH:7][C:8](=[O:13])[C:9]([CH3:12])([CH3:11])[CH3:10])=[CH:4][C:3]=1[N:16]=[C:17]=[S:18].[NH2:19][C:20]1[C:21]([NH:44][CH3:45])=[N:22][C:23]([O:39][CH2:40][CH:41]([F:43])[F:42])=[C:24]([CH:38]=1)[C:25]([NH:27][C@H:28]1[CH2:33][CH2:32][C@H:31]([C:34]([F:37])([F:36])[F:35])[CH2:30][CH2:29]1)=[O:26]>CC#N>[Cl:1][C:2]1[CH:15]=[CH:14][C:5]([CH2:6][NH:7][C:8](=[O:13])[C:9]([CH3:12])([CH3:11])[CH3:10])=[CH:4][C:3]=1[NH:16][C:17]([NH:19][C:20]1[CH:38]=[C:24]([C:25](=[O:26])[NH:27][C@H:28]2[CH2:33][CH2:32][C@H:31]([C:34]([F:37])([F:35])[F:36])[CH2:30][CH2:29]2)[C:23]([O:39][CH2:40][CH:41]([F:42])[F:43])=[N:22][C:21]=1[NH:44][CH3:45])=[S:18]. Procedure details: N-(4-Chloro-3-isothiocyanatobenzyl)-2,2-dimethyl-propionamide (68 mg, 0.24 mmol) is added to 5-amino-2-(2,2-difluoro-ethoxy)-6-methylamino-N-(trans-4-trifluoromethyl-cyclohexyl)-nicotinamide (95 mg, 0.24 mmol) in MeCN (3.5 mL) and stirred at rt overnight. The reaction mixture is concentrated and used directly in the next step without further purification. Starting materials: COC1=NC=C(C=C1)C(O)C1=NC=CC=C1 (α-(2-methoxypyridin-5-yl)-2-pyridinemethanol). The reagents and catalysts are [O-2].[O-2].[Mn+4] (manganese dioxide). Solvent: CC(=O)C (acetone). Run at time 30 minute. The product is N1=C(C=CC=C1)C(=O)C=1C=CC(=NC1)OC (5-(2-Pyridinecarbonyl)-2-methoxypyridine). Yield: 97.3%. As a reaction SMILES: [CH3:1][O:2][C:3]1[CH:8]=[CH:7][C:6]([CH:9]([C:11]2[CH:16]=[CH:15][CH:14]=[CH:13][N:12]=2)[OH:10])=[CH:5][N:4]=1>CC(C)=O.[O-2].[O-2].[Mn+4]>[N:12]1[CH:13]=[CH:14][CH:15]=[CH:16][C:11]=1[C:9]([C:6]1[CH:7]=[CH:8][C:3]([O:2][CH3:1])=[N:4][CH:5]=1)=[O:10] |f:2.3.4|. Reported procedure: To a solution of 0.83 g of α-(2-methoxypyridin-5-yl)-2-pyridinemethanol in 20 ml of an acetone was added 1.70 g of activated manganese dioxide, followed by vigorously stirring at room temperature for 30 minutes. The resulting precipitates were filtered off and washed with acetone. Then, the filtrate was concentrated, to give 0.80 g of the title compound as a white solid. The reactants are N1=CC=CC=C1 (pyridine), N1=C(C=CC2=CC=CN=C12)N ([1,8]-Naphthyridin-2-ylamine), FC1=C(C(=O)Cl)C(=CC=C1)F (2,6-Difluorobenzoyl chloride). Solvent: C(C)(=O)OCC (ethyl acetate), ClCCl (dichloromethane). Reaction conditions: time 30 minute. The product is FC1=C(C(=O)NC2=NC3=NC=CC=C3C=C2)C(=CC=C1)F (2,6-difluoro-N-[1,8]naphthyridin-2-ylbenzamide). Reaction SMILES: [N:1]1[C:10]2[C:5](=[CH:6][CH:7]=[CH:8][N:9]=2)[CH:4]=[CH:3][C:2]=1[NH2:11].N1C=CC=CC=1.[F:18][C:19]1[CH:27]=[CH:26][CH:25]=[C:24]([F:28])[C:20]=1[C:21](Cl)=[O:22]>ClCCl.C(OCC)(=O)C>[F:18][C:19]1[CH:27]=[CH:26][CH:25]=[C:24]([F:28])[C:20]=1[C:21]([NH:11][C:2]1[CH:3]=[CH:4][C:5]2[C:10](=[N:9][CH:8]=[CH:7][CH:6]=2)[N:1]=1)=[O:22]. Procedure: [1,8]-Naphthyridin-2-ylamine (85 mg, 0.59 mmol) was dissolved in dichloromethane (2 mL) and pyridine (0.10 mL, 1.2 mmol). 2,6-Difluorobenzoyl chloride (0.068 mL, 0.76 mmol) was then added and the reaction mixture was stirred at room temperature for 30 minutes. Next, the reaction mixture was diluted with ethyl acetate and washed with water followed by brine. The resulting organic solution was purified by column chromatography (EtOAc/hexanes) to give 2,6-difluoro-N-[1,8]naphthyridin-2-ylbenzamide....